Dataset: the Open Reaction Database (ORD), a public repository of structured organic reaction records. Task: describe an organic reaction: reactants, conditions, products, and yield Starting materials: alkali-aluminium silicate, O=C1N(C(C2=C3C(C=CC=C13)=C(C=C2)SC2=CC=CC=C2)=O)CC(=O)O (1,3-Dioxo-6-(phenylthio)-1H-benz[de]isoquinoline-2(3H)-acetic acid), C(C)O (ethanol), O.C1(=CC=C(C=C1)S(=O)(=O)O)C (p-toluenesulfonic acid hydrate). Solvent: C1(=CC=CC=C1)C (toluene). Yields the product C(C)OC(CN1C(C2=CC=CC=3C2=C(C1=O)C=CC3SC3=CC=CC=C3)=O)=O (1,3-Dioxo-6-(phenylthio)-1H-benz[de]isoquinoline-2(3H)-acetic Acid Ethyl Ester). Reaction SMILES: [O:1]=[C:2]1[C:11]2[C:6]3[C:7](=[C:12]([S:15][C:16]4[CH:21]=[CH:20][CH:19]=[CH:18][CH:17]=4)[CH:13]=[CH:14][C:5]=3[C:4](=[O:22])[N:3]1[CH2:23][C:24]([OH:26])=[O:25])[CH:8]=[CH:9][CH:10]=2.[CH2:27](O)[CH3:28].O.C1(C)C=CC(S(O)(=O)=O)=CC=1>C1(C)C=CC=CC=1>[CH2:27]([O:25][C:24](=[O:26])[CH2:23][N:3]1[C:4](=[O:22])[C:5]2[CH:14]=[CH:13][C:12]([S:15][C:16]3[CH:21]=[CH:20][CH:19]=[CH:18][CH:17]=3)=[C:7]3[C:6]=2[C:11](=[CH:10][CH:9]=[CH:8]3)[C:2]1=[O:1])[CH3:28] |f:2.3|. Reported procedure: 1,3-Dioxo-6-(phenylthio)-1H-benz[de]isoquinoline-2(3H)-acetic acid (3.55 g, 9.77 mmoles; described in Example 1), anhydrous pure ethanol (12 ml), toluene (30 ml) and p-toluenesulfonic acid hydrate (0.2 g) were heated at reflux for 16 hr in a Soxhlet apparatus in which the thimble was filled with hydrated alkali-aluminium silicate (3 A Molecular Sieves). The resulting clear mixture was washed with water (2×80 ml), 5% sodium bicarbonate (2×80 ml) and brine (100 ml), dried (MgSO4) and concentrated ... Reactants: CC1(OB(OC1(C)C)B1OC(C(O1)(C)C)(C)C)C (4,4,4′,4′,5,5,5′,5′-octamethyl-2,2′-bi(1,3,2-dioxaborolane)), C(C)(=O)[O-].[K+] (potassium acetate), IC1=C2C(=NC=C1)N(N=C2)C2=C(C=CC=C2)C(F)(F)F (4-iodo-1-(2-(trifluoromethyl)phenyl)-1H-pyrazolo[3,4-b]pyridine), C(Cl)Cl (CH2Cl2). Run in CS(=O)C (DMSO). Yields the product FC(C1=C(C=CC=C1)N1N=CC=2C1=NC=CC2B(O)O)(F)F (1-(2-(trifluoromethyl)phenyl)-1H-pyrazolo[3,4-b]pyridin-4-ylboronic acid). As a reaction SMILES: I[C:2]1[CH:7]=[CH:6][N:5]=[C:4]2[N:8]([C:11]3[CH:16]=[CH:15][CH:14]=[CH:13][C:12]=3[C:17]([F:20])([F:19])[F:18])[N:9]=[CH:10][C:3]=12.CC1(C)C(C)(C)[O:25][B:24](B2OC(C)(C)C(C)(C)O2)[O:23]1.C([O-])(=O)C.[K+].C(Cl)Cl>CS(C)=O>[F:18][C:17]([F:20])([F:19])[C:12]1[CH:13]=[CH:14][CH:15]=[CH:16][C:11]=1[N:8]1[C:4]2=[N:5][CH:6]=[CH:7][C:2]([B:24]([OH:25])[OH:23])=[C:3]2[CH:10]=[N:9]1 |f:2.3|. Reported procedure: To a 48 mL pressure bottle containing Intermediate 76A (535 mg, 1.32 mmol) was added 4,4,4′,4′,5,5,5′,5′-octamethyl-2,2′-bi(1,3,2-dioxaborolane) (500 mg, 1.97 mmol), potassium acetate (520 mg, 5.30 mmol), and anhydrous DMSO (10 mL). The reaction mixture was flushed with argon, treated with PdCl2(dppf).CH2Cl2 (60 mg, 0.082 mmol), and heated to 105° C. for 1.25 h to give the desired product. The reactants are C(=O)(O)[O-].[Na+] (NaHCO3), BrBr (Br2), C(C)(=O)OCCS(=O)(=O)C1=CC=C(C=C1)OC (2-(4-methoxyphenyl)sulfonylethyl acetate), [O-]S(=O)[O-].[Na+].[Na+] (Na2SO3). Run in CC(OCC)=O (EA), CC(OCC)=O (EA), C(C)(=O)O (acetic acid). Reaction conditions: temperature 50 celsius. The product is BrC=1C=C(C=CC1OC)S(=O)(=O)CCO (2-(3-bromo-4-methoxyphenyl)sulfonylethanol). Yield: 29.5%. RXN SMILES: [Br:1]Br.C([O:6][CH2:7][CH2:8][S:9]([C:12]1[CH:17]=[CH:16][C:15]([O:18][CH3:19])=[CH:14][CH:13]=1)(=[O:11])=[O:10])(=O)C.[O-]S([O-])=O.[Na+].[Na+].C([O-])(O)=O.[Na+]>C(O)(=O)C.CC(=O)OCC>[Br:1][C:14]1[CH:13]=[C:12]([S:9]([CH2:8][CH2:7][OH:6])(=[O:11])=[O:10])[CH:17]=[CH:16][C:15]=1[O:18][CH3:19] |f:2.3.4,5.6|. Procedure details: Br2 (25 g, 155.0 mmol) was added dropwise over 30 min to the title compound of step 2 (8.0 g, 31.0 mmol) in acetic acid (100 mL) at 0° C. The mixture was heated at 50° C. for 12 h. Aqueous Na2SO3 (200 mL) was added and the pH was adjusted to 8 with sat. aq. NaHCO3. The mixture was subjected to EA extractive work up and silica gel chromatography (PE: EA=1:0-1:1) to give the title compound (2.7 g, 27.3%) as a white solid. 1H NMR (CDCl3, 400 MHz) δ 8.11 (d, J=2.4 Hz, 1H), 7.87 (dd, J1=8.8 Hz, J2=2....